From a dataset of the Open Reaction Database (ORD), a public repository of structured organic reaction records. describe an organic reaction: reactants, conditions, products, and yield The reactants are C(C=C)OC=1C=C(C=C(C1[N+](=O)[O-])F)N(C)C ((3-Allyloxy-5-fluoro-4-nitro-phenyl)-dimethyl-amine), [S] (Sulfur), [BH4-].[Na+] (Sodium tetrahydroborate), C(C)(C)N(C(C)C)CC (N,N-Diisopropylethylamine), ClC1=NC=C(C(=N1)Cl)Cl (2,4,5-Trichloro-pyrimidine). Solvent: O1CCCC1 (Tetrahydrofuran), CCOCC (Ether), O1CCCC1 (Tetrahydrofuran). Reaction conditions: temperature 60 celsius, time 20 minute. Product: C(C=C)OC1=C(C(=CC(=C1)N(C)C)F)NC1=NC(=NC=C1Cl)Cl (2-Allyloxy-N(1)-(2,5-dichloro-pyrimidin-4-yl)-6-fluoro-N(4),N(4)-dimethyl-benzene-1,4-diamine). As a reaction SMILES: [S].[BH4-].[Na+].[CH2:4]([O:7][C:8]1[CH:9]=[C:10]([N:18]([CH3:20])[CH3:19])[CH:11]=[C:12]([F:17])[C:13]=1[N+:14]([O-])=O)[CH:5]=[CH2:6].C(N(CC)C(C)C)(C)C.[Cl:30][C:31]1[N:36]=[C:35](Cl)[C:34]([Cl:38])=[CH:33][N:32]=1>O1CCCC1.CCOCC>[CH2:4]([O:7][C:8]1[CH:9]=[C:10]([N:18]([CH3:20])[CH3:19])[CH:11]=[C:12]([F:17])[C:13]=1[NH:14][C:33]1[C:34]([Cl:38])=[CH:35][N:36]=[C:31]([Cl:30])[N:32]=1)[CH:5]=[CH2:6] |f:1.2,^3:0|. Procedure: Sulfur (1.2 g, 38 mmol) was added to Sodium tetrahydroborate (0.48 g, 13 mmol) in Tetrahydrofuran (20 mL). After 20 min, a solution of (3-Allyloxy-5-fluoro-4-nitro-phenyl)-dimethyl-amine (0.61 g, 2.5 mmol) in Tetrahydrofuran (20 mL) was added, and after 20 min the mixture was heated at 60° C. for an additional 2.5 h. The mixture was cooled, quenched with 100 mL satd. sodium bicarbonate and extracted with EtOAc (3×50 mL). The organic extract was washed with brine, dried over sodium sulfate and co... The reactants are C(C)(C)(C)OC(NC(C)(C)C(NCOC)=O)=O ([1-(methoxymethyl-carbamoyl)-1-methyl-ethyl]-carbamic acid tert-butyl ester), [H-].[Al+3].[Li+].[H-].[H-].[H-] (lithium aluminum hydride), OS(=O)(=O)[O-].[K+] (KHSO4). Run in CCOCC (ether). Run at temperature 0 celsius, time 40 minute. The product is C(C)(C)(C)OC(NC(C=O)(C)C)=O ((1,1-Dimethyl-2-oxo-ethyl)-carbamic Acid Tert-butyl Ester). RXN SMILES: [C:1]([O:5][C:6](=[O:17])[NH:7][C:8]([C:11](=[O:16])NCOC)([CH3:10])[CH3:9])([CH3:4])([CH3:3])[CH3:2].[H-].[Al+3].[Li+].[H-].[H-].[H-].OS([O-])(=O)=O.[K+]>CCOCC>[C:1]([O:5][C:6](=[O:17])[NH:7][C:8]([CH3:10])([CH3:9])[CH:11]=[O:16])([CH3:4])([CH3:2])[CH3:3] |f:1.2.3.4.5.6,7.8|. Procedure details: To a solution of [1-(methoxymethyl-carbamoyl)-1-methyl-ethyl]-carbamic acid tert-butyl ester (1.6 g, 7 mmol) in ether (30 mL) at −78° C. is added lithium aluminum hydride (9.8 mL of 1.0M in ether) dropwise. The mixture is warmed to 0° C. and stirred for 40 min. Aqueous KHSO4 (20 mL of 0.5M solution) is added and the mixture is extracted with ether. The organic solution is washed sequentially with 10% citric acid (2×), 5% NaHCO3 (2×) and brine. The solution is dried over magnesium sulfate and the... The reactants are CO, Cl, O, O=c1ccc2ccc(OCCCNCC3COc4cc(OCc5ccccc5)ccc4O3)cc2o1. The product is O=c1ccc2ccc(OCCCNCC3COc4cc(O)ccc4O3)cc2o1. As a reaction SMILES: [CH3:38][OH:39].[ClH:1].[OH2:37].[c:2]1([CH2:3][O:9][c:10]2[cH:11][c:12]3[c:13]([cH:35][cH:36]2)[O:14][CH:15]([CH2:18][NH:19][CH2:20][CH2:21][CH2:22][O:23][c:24]2[cH:25][c:26]4[c:27]([cH:28][cH:29][c:30](=[O:32])[o:31]4)[cH:33][cH:34]2)[CH2:16][O:17]3)[cH:4][cH:5][cH:6][cH:7][cH:8]1>>[OH:9][c:10]1[cH:11][c:12]2[c:13]([cH:35][cH:36]1)[O:14][CH:15]([CH2:18][NH:19][CH2:20][CH2:21][CH2:22][O:23][c:24]1[cH:25][c:26]3[c:27]([cH:28][cH:29][c:30](=[O:32])[o:31]3)[cH:33][cH:34]1)[CH2:16][O:17]2. Starting materials: ClC1=C(C=NC2=CC(=C(C=C12)OC)OC)C#N (4-chloro-6,7-dimethoxy-3-quinolinecarbonitrile), FC(C=1C=C(N)C=CC1)(F)F (3-trifluoromethylaniline), C(C)OC(C)O (ethoxyethanol). Run in N1=CC=CC=C1 (pyridine). Yields the product FC(C=1C=C(C=CC1)NC1=C(C=NC2=CC(=C(C=C12)OC)OC)C#N)(F)F (4-[(3-trifluoromethylphenyl)amino]-6,7-dimethoxy-3-quinolinecarbonitrile). Yield: 72.0%. Reaction SMILES: Cl[C:2]1[C:11]2[C:6](=[CH:7][C:8]([O:14][CH3:15])=[C:9]([O:12][CH3:13])[CH:10]=2)[N:5]=[CH:4][C:3]=1[C:16]#[N:17].[F:18][C:19]([F:28])([F:27])[C:20]1[CH:21]=[C:22]([CH:24]=[CH:25][CH:26]=1)[NH2:23].C(OC(O)C)C>N1C=CC=CC=1>[F:18][C:19]([F:27])([F:28])[C:20]1[CH:21]=[C:22]([NH:23][C:2]2[C:11]3[C:6](=[CH:7][C:8]([O:14][CH3:15])=[C:9]([O:12][CH3:13])[CH:10]=3)[N:5]=[CH:4][C:3]=2[C:16]#[N:17])[CH:24]=[CH:25][CH:26]=1. Reported procedure: A mixture of 1.24 g of 4-chloro-6,7-dimethoxy-3-quinolinecarbonitrile, 1.61 g of 3-trifluoromethylaniline, 0.4 ml of pyridine, and 15 ml of ethoxyethanol was stirred, under nitrogen, at reflux temperature for 5 h. The mixture was cooled and partitioned with dichloromethane and aqueous sodium bicarbonate. The organic layer was washed with water, dried and evaporated. The residue was recrystallized from ethyl acetate-hexanes to give 1.34 g of 4-[(3-trifluoromethylphenyl)amino]-6,7-dimethoxy-3-quin... Reactants: NC(CC(=O)O)C(F)(F)F (3-amino-4,4,4-trifluorobutanoic acid), CO (methanol), Cl (hydrogen chloride). Yields the product Cl.NC(CC(=O)OC)C(F)(F)F (Methyl 3-amino-4,4,4-trifluorobutanoate hydrochloride). RXN SMILES: [NH2:1][CH:2]([C:7]([F:10])([F:9])[F:8])[CH2:3][C:4]([OH:6])=[O:5].[ClH:11].[CH3:12]O>>[ClH:11].[NH2:1][CH:2]([C:7]([F:10])([F:9])[F:8])[CH2:3][C:4]([O:6][CH3:12])=[O:5] |f:3.4|. Procedure: 1.5 g of 3-amino-4,4,4-trifluorobutanoic acid (9.55 mmol, 1 equivalent) were initially charged in 18 ml of methanol which had been saturated with hydrogen chloride, and the mixture was stirred under reflux for 4 h. The reaction solution was then concentrated, evaporated repeatedly with dichloromethane and dried under reduced pressure. This gave 1.86 g (94% of theory) of the title compound.